This data is from the Open Reaction Database (ORD), a public repository of structured organic reaction records. The task is: describe an organic reaction: reactants, conditions, products, and yield The reactants are methiodide, C1(=C(C=CC=C1)C(C)(C#CCN(C)C)O)C1=CC=CC=C1 (2-(p-biphenylyl)-5-dimethylamino-3-pentyn-2-ol), solution, sodium dihydrobis (2-methoxyethoxy) aluminate, [OH-].[Na+] (sodium hydroxide), C(C)OCC (diethyl ether). Run in O1CCCC1 (tetrahydrofuran), C1=CC=CC=C1 (benzene), O1CCCC1 (tetrahydrofuran), CCCCC (pentane), CCCCC (pentane). Reaction conditions: time 2 hour. The product is C1(=C(C=CC=C1)C(C)(C=C=C)O)C1=CC=CC=C1 (2-(p-biphenylyl)-3,4-pentadien-2-ol). RXN SMILES: [C:1]1([C:16]2[CH:21]=[CH:20][CH:19]=[CH:18][CH:17]=2)[CH:6]=[CH:5][CH:4]=[CH:3][C:2]=1[C:7]([OH:15])([C:9]#[C:10][CH2:11]N(C)C)[CH3:8].[OH-].[Na+].C(OCC)C>O1CCCC1.C1C=CC=CC=1.CCCCC>[C:1]1([C:16]2[CH:21]=[CH:20][CH:19]=[CH:18][CH:17]=2)[CH:6]=[CH:5][CH:4]=[CH:3][C:2]=1[C:7]([OH:15])([CH:9]=[C:10]=[CH2:11])[CH3:8] |f:1.2|. Procedure details: To a suspension of 507 g of the crude (foam) methiodide of 2-(p-biphenylyl)-5-dimethylamino-3-pentyn-2-ol obtained by step (b) above, in 4 liters of dry tetrahydrofuran, is added dropwise over a period of one hour, with cooling (to keep at room temperature), 478 g of a solution of sodium dihydrobis (2-methoxyethoxy) aluminate 70% w/w in benzene in 800 ml of dry tetrahydrofuran. The resulting mixture is then stirred at room temperature for 2 hours. The mixture is then cooled to 10° and dropwise t...